This data is from the Open Reaction Database (ORD), a public repository of structured organic reaction records. The task is: describe an organic reaction: reactants, conditions, products, and yield Reactants: N[C@@H]1C(N[C@@H](CSCC2=C(C(OC1)=O)C(=C(C=C2O[Si](C)(C)C(C)(C)C)O[Si](C)(C)C(C)(C)C)C)C(=O)OC)=O (methyl (4R, 7S)-7-amino-12,14-bis(tert-butyldimethylsilyloxy)-1,3,4,5,6,7,8,10-octahydro-11-methyl-6,10-dioxo-9,2,5-benzoxathiaazacyclododecine-4-carboxylate), C(C)(C)(C)OC(=O)N[C@@H](CO)C(=O)O (N-(tert-butoxycarbonyl)-L-serine), Cl.CN(C)CCCN=C=NCC (N-(dimethylaminopropyl)-N'-ethylcarbodiimide hydrochloride). The solvent is C(C)(=O)OCC (ethyl acetate), C(C)#N (acetonitrile). Run at temperature 0 celsius, time 4 hour. Yields the product C(C)(C)(C)OC(=O)N[C@H](C(=O)N[C@@H]1C(N[C@@H](CSCC2=C(C(OC1)=O)C(=C(C=C2O)O)C)C(=O)OC)=O)CO (methyl (4R, 7S)-7-[(S)-2-(1-tert-butoxyformamido)-3-hydroxypropionylamino]-1,3,4,5,6,7,8,10-octahydro-12,14-dihydroxy-11-methyl-6,10-dioxo-9,2,5-benzoxathiaazacyclododecine-4-carboxylate). Isolated yield 38.7%. As a reaction SMILES: [NH2:1][C@H:2]1[CH2:13][O:12][C:11](=[O:14])[C:10]2[C:15]([CH3:35])=[C:16]([O:27][Si](C(C)(C)C)(C)C)[CH:17]=[C:18]([O:19][Si](C(C)(C)C)(C)C)[C:9]=2[CH2:8][S:7][CH2:6][C@@H:5]([C:36]([O:38][CH3:39])=[O:37])[NH:4][C:3]1=[O:40].[C:41]([O:45][C:46]([NH:48][C@H:49]([C:52](O)=[O:53])[CH2:50][OH:51])=[O:47])([CH3:44])([CH3:43])[CH3:42].Cl.CN(CCCN=C=NCC)C>C(#N)C.C(OCC)(=O)C>[C:41]([O:45][C:46]([NH:48][C@@H:49]([CH2:52][OH:53])[C:50]([NH:1][C@H:2]1[CH2:13][O:12][C:11](=[O:14])[C:10]2[C:15]([CH3:35])=[C:16]([OH:27])[CH:17]=[C:18]([OH:19])[C:9]=2[CH2:8][S:7][CH2:6][C@@H:5]([C:36]([O:38][CH3:39])=[O:37])[NH:4][C:3]1=[O:40])=[O:51])=[O:47])([CH3:44])([CH3:43])[CH3:42] |f:2.3|. Reported procedure: To a solution of 61 mg of methyl (4R, 7S)-7-amino-12,14-bis(tert-butyldimethylsilyloxy)-1,3,4,5,6,7,8,10-octahydro-11-methyl-6,10-dioxo-9,2,5-benzoxathiaazacyclododecine-4-carboxylate and 21 mg N-(tert-butoxycarbonyl)-L-serine in 2 ml of acetonitrile, cooled to 0° C., were added 20 mg of N-(dimethylaminopropyl)-N'-ethylcarbodiimide hydrochloride. The mixture was stirred at 0° C. for 4 hours, then diluted with 30 ml of ethyl acetate, and washed successively with 0.5N hydrochloric acid, water, 5% ... Starting materials: C(C)C1=CC(=C(C2=C1C1C(NC(C1CC2)=O)=O)OC)OC (9-ethyl-3a,4,5,9b-tetrahydro-6,7-dimethoxy-1H-benz[e]isoindole-1,3-(2H)-dione), C(C)I (ethyl iodide). Yields the product C(C)N1C(C2CCC3=C(C2C1=O)C(=CC(=C3OC)OC)CC)=O (2,9-Diethyl-3a,4,5,9b-tetrahydro-6,7-dimethoxy-1H-benz[e]isoindole-1,3-(2H)-dione). Reaction SMILES: [CH2:1]([C:3]1[C:8]2[CH:9]3[CH:13]([CH2:14][CH2:15][C:7]=2[C:6]([O:18][CH3:19])=[C:5]([O:20][CH3:21])[CH:4]=1)[C:12](=[O:16])[NH:11][C:10]3=[O:17])[CH3:2].[CH2:22](I)[CH3:23]>>[CH2:22]([N:11]1[C:10](=[O:17])[CH:9]2[CH:13]([CH2:14][CH2:15][C:7]3[C:6]([O:18][CH3:19])=[C:5]([O:20][CH3:21])[CH:4]=[C:3]([CH2:1][CH3:2])[C:8]=32)[C:12]1=[O:16])[CH3:23]. Procedure: Using the procedure as in example 64, but starting with 9-ethyl-3a,4,5,9b-tetrahydro-6,7-dimethoxy-1H-benz[e]isoindole-1,3-(2H)-dione, and ethyl iodide in place of methyl iodide afforded the desired compound. Reactants: CO, CCOC(C)=O, CC(=O)O, [Na+], [OH-], Fc1cc(OCc2ccccc2)cnc1-c1ccccc1. Yields the product Oc1cnc(-c2ccccc2)c(F)c1. Reaction SMILES: [CH3:22][OH:23].[CH3:24][CH2:25][O:26][C:27](=[O:28])[CH3:29].[CH3:32][C:33](=[O:34])[OH:35].[Na+:31].[OH-:30].[c:1]1(-[c:7]2[n:8][cH:9][c:10]([O:14][CH2:15][c:16]3[cH:17][cH:18][cH:19][cH:20][cH:21]3)[cH:11][c:12]2[F:13])[cH:2][cH:3][cH:4][cH:5][cH:6]1>>[c:1]1(-[c:7]2[n:8][cH:9][c:10]([OH:14])[cH:11][c:12]2[F:13])[cH:2][cH:3][cH:4][cH:5][cH:6]1. The solvent is C(=O)(C(F)(F)F)O.C(Cl)Cl (TFA DCM). The reactants are ClC=1C=CC(=C(C1)C1=CC=C(C=C1)S(=O)(=O)C1=CC=CC=C1)OCC(=O)OC(C)(C)C (tert-Butyl {[5-chloro-4′-(phenylsulfonyl)biphenyl-2-yl]oxy}acetate). Procedure: The title compound was prepared from the product of step (iii) (0.6 g) which was stirred in TFA/DCM (1:1, 10 ml) overnight. The mixture was concentrated under reduced pressure to give an oil. The residue was purified by reverse phase HPLC, yield 0.31 g. Reaction SMILES: [Cl:1][C:2]1[CH:3]=[CH:4][C:5]([O:23][CH2:24][C:25]([O:27]C(C)(C)C)=[O:26])=[C:6]([C:8]2[CH:13]=[CH:12][C:11]([S:14]([C:17]3[CH:22]=[CH:21][CH:20]=[CH:19][CH:18]=3)(=[O:16])=[O:15])=[CH:10][CH:9]=2)[CH:7]=1>C(O)(C(F)(F)F)=O.C(Cl)Cl>[Cl:1][C:2]1[CH:3]=[CH:4][C:5]([O:23][CH2:24][C:25]([OH:27])=[O:26])=[C:6]([C:8]2[CH:9]=[CH:10][C:11]([S:14]([C:17]3[CH:22]=[CH:21][CH:20]=[CH:19][CH:18]=3)(=[O:15])=[O:16])=[CH:12][CH:13]=2)[CH:7]=1 |f:1.2|. Yields the product ClC=1C=CC(=C(C1)C1=CC=C(C=C1)S(=O)(=O)C1=CC=CC=C1)OCC(=O)O ({5-Chloro-[4′-(phenylsulfonyl)biphenyl-2-yl]oxy}acetic acid).